From a dataset of the Open Reaction Database (ORD), a public repository of structured organic reaction records. describe an organic reaction: reactants, conditions, products, and yield Starting materials: CN1C(=NC2=C1C=CC(=C2)C(=O)O)NC=2SC1=C(N2)C=CC(=C1)OC(F)(F)F (1-methyl-2-(6-trifluoromethoxy-benzothiazol-2-ylamino)-1H-benzo-imidazole-5-carboxylic acid), CCN(C(C)C)C(C)C (DIEA), C(C)N (ethylamine), C=1C=CC(=CC1)P(=O)(C=2C=CC=CC2)N=[N+]=[N-] (DPPA). Run in CN(C)C=O (DMF). Yields the product C(C)NC(=O)C1=CC2=C(N(C(=N2)NC=2SC3=C(N2)C=CC(=C3)OC(F)(F)F)CC)C=C1 (1-Ethyl-2-(6-trifluoromethoxy-benzothiazol-2-ylamino)-1H-benzo-imidazole-5-carboxylic acid ethylamide). Reaction SMILES: [CH3:1][N:2]1[C:6]2[CH:7]=[CH:8][C:9]([C:11]([OH:13])=O)=[CH:10][C:5]=2[N:4]=[C:3]1[NH:14][C:15]1[S:16][C:17]2[CH:23]=[C:22]([O:24][C:25]([F:28])([F:27])[F:26])[CH:21]=[CH:20][C:18]=2[N:19]=1.[CH2:29]([NH2:31])[CH3:30].[CH:32]1C=CC(P(N=[N+]=[N-])(C2C=CC=CC=2)=O)=CC=1.CCN(C(C)C)C(C)C>CN(C=O)C>[CH2:29]([NH:31][C:11]([C:9]1[CH:8]=[CH:7][C:6]2[N:2]([CH2:1][CH3:32])[C:3]([NH:14][C:15]3[S:16][C:17]4[CH:23]=[C:22]([O:24][C:25]([F:26])([F:28])[F:27])[CH:21]=[CH:20][C:18]=4[N:19]=3)=[N:4][C:5]=2[CH:10]=1)=[O:13])[CH3:30]. Procedure: 1-Ethyl-2-(6-trifluoromethoxy-benzothiazol-2-ylamino)-1H-benzo-imidazole-5-carboxylic acid ethylamide (53.0 mg) was prepared by following General Procedure F starting from 1-methyl-2-(6-trifluoromethoxy-benzothiazol-2-ylamino)-1H-benzo-imidazole-5-carboxylic acid (100.0 mg), ethylamine (2.0 M solution in THF, 1 mL), DPPA (85.0 mg), and DIEA (0.1 mL) in DMF (1.0 mL). LCMS: m/z 451; and 1H NMR (CD3OD, 400 MHz): δ 7.95 (1H, d), 7.75-7.73 (2H, m), 7.65-7.64 (1H, d), 7.42-7.40 (1H, m), 7.26-7.24 (1H,... The reactants are [S-]C#N.[K+] (Potassium thiocyanate), BrCC1(S[C@H]2N(C1C(=O)OCC(Cl)(Cl)Cl)C(C2NC(CC2=CC=CC=C2)=O)=O)C (2,2,2-trichloroethyl 2-bromomethyl-2-methyl-6-(2-phenyl-acetamido)penam-3carboxylate). Solvent: O (water), CC(=O)C (acetone). Reaction conditions: time 5.5 hour. The product is S(C#N)CC1(S[C@H]2N(C1C(=O)OCC(Cl)(Cl)Cl)C(C2NC(CC2=CC=CC=C2)=O)=O)C (2,2,2-trichloroethyl 2-thiocyanatomethyl-2-methyl-6-(2-phenylacetamido)penam-3-carboxylate). Yield: 78.4%. As a reaction SMILES: [S-:1][C:2]#[N:3].[K+].Br[CH2:6][C:7]1([CH3:33])[CH:11]([C:12]([O:14][CH2:15][C:16]([Cl:19])([Cl:18])[Cl:17])=[O:13])[N:10]2[C:20](=[O:32])[CH:21]([NH:22][C:23](=[O:31])[CH2:24][C:25]3[CH:30]=[CH:29][CH:28]=[CH:27][CH:26]=3)[C@H:9]2[S:8]1>O.CC(C)=O>[S:1]([CH2:6][C:7]1([CH3:33])[CH:11]([C:12]([O:14][CH2:15][C:16]([Cl:17])([Cl:18])[Cl:19])=[O:13])[N:10]2[C:20](=[O:32])[CH:21]([NH:22][C:23](=[O:31])[CH2:24][C:25]3[CH:30]=[CH:29][CH:28]=[CH:27][CH:26]=3)[C@H:9]2[S:8]1)[C:2]#[N:3] |f:0.1|. Procedure: Potassium thiocyanate (1.17 g) was dissolved in a mixture of water (20 ml) and acetone (100 ml). To this solution was added 2,2,2-trichloroethyl 2-bromomethyl-2-methyl-6-(2-phenyl-acetamido)penam-3carboxylate (5.45 g) at room temperature and the mixture was stirred for 5.5 hours at room temperature. After removing acetone under reduced pressure at room temperature, precipitates were collected by filtration, washed with water and further washed with ethanol to give 2,2,2-trichloroethyl 2-thiocyan... Reactants: CSC.B (borane dimethylsulfide), [OH-].[Na+] (sodium hydroxide), C([O-])([O-])=O.[K+].[K+] (potassium carbonate), BrC1=CC=C(C(C(=O)O)=C1)N (5-bromoanthranilic acid), [OH-].[Na+] (sodium hydroxide). The solvent is C1CCOC1 (THF), C1CCOC1 (THF). Reaction conditions: temperature 0 celsius, time 4.5 hour. Yields the product NC1=C(C=C(C=C1)Br)CO ((2-amino-5-bromophenyl)methanol). The yield is 97.8%. As a reaction SMILES: [Br:1][C:2]1[CH:10]=[C:6]([C:7](O)=[O:8])[C:5]([NH2:11])=[CH:4][CH:3]=1.CSC.B.[OH-].[Na+].C(=O)([O-])[O-].[K+].[K+]>C1COCC1>[NH2:11][C:5]1[CH:4]=[CH:3][C:2]([Br:1])=[CH:10][C:6]=1[CH2:7][OH:8] |f:1.2,3.4,5.6.7|. Procedure: In THF (350 ml) was dissolved 5-bromoanthranilic acid (40.06 g), and the mixture was cooled to 0° C. To the mixture was added dropwise a solution of 10.0M borane dimethylsulfide in THF (54.5 ml), and the mixture was stirred at room temperature for 4.5 hours. The mixture was cooled to 0° C., and to the mixture was added dropwise 3N sodium hydroxide solution. The mixture was stirred at room temperature overnight, and to the mixture was added granulated sodium hydroxide to adjust the mixture to pH ... Starting materials: BrC1=CC(=C(C=C1)S(=O)(=O)Cl)OC(F)(F)F (4-Bromo-2-trifluoromethoxy-benzenesulfonyl chloride), C1(CCC1)N (cyclobutylamine). The solvent is ClCCl (dichloromethane). Yields the product BrC1=CC(=C(C=C1)S(=O)(=O)NC1CCC1)OC(F)(F)F (4-bromo-N-cyclobutyl-2-(trifluoromethoxy)benzenesulfonamide). Isolated yield 59.7%. Reaction SMILES: [Br:1][C:2]1[CH:7]=[CH:6][C:5]([S:8](Cl)(=[O:10])=[O:9])=[C:4]([O:12][C:13]([F:16])([F:15])[F:14])[CH:3]=1.[CH:17]1([NH2:21])[CH2:20][CH2:19][CH2:18]1>ClCCl>[Br:1][C:2]1[CH:7]=[CH:6][C:5]([S:8]([NH:21][CH:17]2[CH2:20][CH2:19][CH2:18]2)(=[O:10])=[O:9])=[C:4]([O:12][C:13]([F:16])([F:15])[F:14])[CH:3]=1. Reported procedure: According to general procedure C, 4-Bromo-2-trifluoromethoxy-benzenesulfonyl chloride (0.35 g, 1.03 mmol) and cyclobutylamine (0.21 mL, 2.57 mmol) were stirred together with dry dichloromethane (5 mL) for 16 hours. 4-bromo-N-cyclobutyl-2-(trifluoromethoxy)benzenesulfonamide (0.23 g, 61%) was provided after purification. MS (ESI) m/z 374. HPLC purity 100.0% at 210-370 nm, 10.1 min.; the Xterra® RP18 column, 3.5μ, 150×4.6 mm column, 1.2 mL/min., 85/15-5/95 (ammonium formate buffer pH=3.5/ACN+MeOH)... Reaction conditions: time 30 minute. The reactants are CN(CCN1C(C2=C(CCC1)SC(=C2)C)=O)C (5-(2-dimethylaminoethyl)-2-methyl-5,6,7,8-tetrahydro-4H-thieno[3,2-c]azepin-4-one), CI (methyl iodide). The solvent is CC(=O)C (acetone). The product is [I-].CC1=CC=2C(N(CCCC2S1)CC[NH+](C)C)=O (N-[2-(5,6,7,8-tetrahydro-2-methyl-4-oxo-4H-thieno[3,2-c]azepin-5-yl)ethyl]-N,N-dimethylammonium iodide). RXN SMILES: [CH3:1][N:2]([CH3:17])[CH2:3][CH2:4][N:5]1[CH2:11][CH2:10][CH2:9][C:8]2[S:12][C:13]([CH3:15])=[CH:14][C:7]=2[C:6]1=[O:16].C[I:19]>CC(C)=O>[I-:19].[CH3:15][C:13]1[S:12][C:8]2[CH2:9][CH2:10][CH2:11][N:5]([CH2:4][CH2:3][NH+:2]([CH3:17])[CH3:1])[C:6](=[O:16])[C:7]=2[CH:14]=1 |f:3.4|. Procedure: To a solution of 0.9 g of 5-(2-dimethylaminoethyl)-2-methyl-5,6,7,8-tetrahydro-4H-thieno[3,2-c]azepin-4-one in 30 ml of acetone was added 0.4 ml of methyl iodide at room temperature. After being allowed to stand 30 minutes, the precipitated crystals were collected by filtration and washed with acetone to give 1.1 g of N-[2-(5,6,7,8-tetrahydro-2-methyl-4-oxo-4H-thieno[3,2-c]azepin-5-yl)ethyl]-N,N-dimethylammonium iodide as white crystals, melting at 237°-239° C. The reactants are C1CCOC1, CC(C)OC(=O)N=NC(=O)OC(C)C, OCC1CCOCC1, c1ccc(P(c2ccccc2)c2ccccc2)cc1, O=c1[nH]c2ccccc2c(=O)o1. Product: O=c1oc(=O)n(CC2CCOCC2)c2ccccc12. RXN SMILES: [CH2:54]1[O:55][CH2:56][CH2:57][CH2:58]1.[O:32]=[C:33]([O:34][CH:35]([CH3:36])[CH3:37])[N:38]=[N:39][C:40]([O:41][CH:42]([CH3:43])[CH3:44])=[O:45].[O:46]1[CH2:47][CH2:48][CH:49]([CH2:52][OH:53])[CH2:50][CH2:51]1.[c:13]1([P:14]([c:15]2[cH:16][cH:17][cH:18][cH:19][cH:20]2)[c:21]2[cH:22][cH:23][cH:24][cH:25][cH:26]2)[cH:27][cH:28][cH:29][cH:30][cH:31]1.[c:1]12[c:2](=[O:3])[o:4][c:5](=[O:12])[nH:6][c:7]1[cH:8][cH:9][cH:10][cH:11]2>>[c:1]12[c:2](=[O:3])[o:4][c:5](=[O:12])[n:6]([CH2:52][CH:49]3[CH2:48][CH2:47][O:46][CH2:51][CH2:50]3)[c:7]1[cH:8][cH:9][cH:10][cH:11]2.